Dataset: the Open Reaction Database (ORD), a public repository of structured organic reaction records. Task: describe an organic reaction: reactants, conditions, products, and yield The reactants are C(C=C)(=O)O (acrylic acid), CC(C)=CCCC(C)CCO (citronellol), C1(=CC=C(C=C1)S(=O)(=O)O)C (p-toluenesulfonic acid). Solvent: C1(=CC=CC=C1)C (toluene). Conditions: temperature 150 celsius. Yields the product C(C=C)(=O)OCCC(C)CCC=C(C)C (citronellyl acrylate). Reaction SMILES: [C:1]([OH:5])(=[O:4])[CH:2]=[CH2:3].[CH3:6][C:7](=[CH:9][CH2:10][CH2:11][CH:12]([CH2:14][CH2:15]O)[CH3:13])[CH3:8].C1(C)C=CC(S(O)(=O)=O)=CC=1>C1(C)C=CC=CC=1>[C:1]([O:5][CH2:15][CH2:14][CH:12]([CH2:11][CH2:10][CH:9]=[C:7]([CH3:8])[CH3:6])[CH3:13])(=[O:4])[CH:2]=[CH2:3]. Reported procedure: 24 g of acrylic acid, 31 g of citronellol and 1.5 g of p-toluenesulfonic acid in 500 mL of toluene were heated to reflux at a oil temperature of 150° C. for 19 h. Subsequently, the reaction mixture was quenched by the addition of salt saturated sodium bicarbonate solution. The mixed solution was extracted with ether. The organic layers were combined and washed with salt saturated sodium bicarbonate solution, an aqueous solution of sodium hydroxide, and then salt saturated ammonium chloride solut... Starting materials: FC=1C=C2C=C(COC2=C(C1)F)C1OCC(CO1)C1=C(C=C2CC(COC2=C1)CCCCC)F (6,8-Difluoro-3-[5-(6-fluoro-3-pentylchroman-7-yl)-1,3-dioxan-2-yl]-2H-chromene). Procedure details: 6,8-Difluoro-3-[5-(6-fluoro-3-pentylchroman-7-yl)-1,3-dioxan-2-yl]-2H-chromene is hydrogenated to completion in THF on a palladium/active carbon catalyst. The solution is filtered and evaporated, and the residue is recrystallised from heptane, giving isomerically pure (R)-6,8-difluoro-3-[5-((R)-6-fluoro-3-pentylchroman-7-yl)-1,3-dioxan-2-yl]chroman as a colourless solid. Reaction SMILES: [F:1][C:2]1[CH:3]=[C:4]2[C:9](=[C:10]([F:12])[CH:11]=1)[O:8][CH2:7][C:6]([CH:13]1[O:18][CH2:17][CH:16]([C:19]3[CH:28]=[C:27]4[C:22]([CH2:23][CH:24]([CH2:29][CH2:30][CH2:31][CH2:32][CH3:33])[CH2:25][O:26]4)=[CH:21][C:20]=3[F:34])[CH2:15][O:14]1)=[CH:5]2>C1COCC1.[Pd]>[F:1][C:2]1[CH:3]=[C:4]2[C:9](=[C:10]([F:12])[CH:11]=1)[O:8][CH2:7][C@H:6]([CH:13]1[O:18][CH2:17][CH:16]([C:19]3[CH:28]=[C:27]4[C:22]([CH2:23][C@@H:24]([CH2:29][CH2:30][CH2:31][CH2:32][CH3:33])[CH2:25][O:26]4)=[CH:21][C:20]=3[F:34])[CH2:15][O:14]1)[CH2:5]2. Product: FC=1C=C2C[C@H](COC2=C(C1)F)C1OCC(CO1)C1=C(C=C2C[C@H](COC2=C1)CCCCC)F ((R)-6,8-difluoro-3-[5-((R)-6-fluoro-3-pentylchroman-7-yl)-1,3-dioxan-2-yl]chroman). The reagents and catalysts are [Pd] (palladium). Run in C1CCOC1 (THF). Starting materials: NC1=C(C2=C(S1)CCCC2)C(=O)C2=CC=C(C=C2)CC ((2-amino-4,5,6,7-tetrahydrobenzo[b]thiophen-3-yl)(4-ethylphenyl)methanone), C(CCC(=O)C)(=O)OC (methyl levulinate), Cl[Si](C)(C)C (chlorotrimethylsilane). Solvent: CN(C)C=O (DMF). The product is COC(CC=1C(=C2C(=NC1C)SC1=C2CCCC1)C1=CC=C(C=C1)CC)=O (Methyl[2-methyl-4-(4-ethylphenyl)-5,6,7,8-tetrahydro[1]benzothieno[2,3-b]pyridin-3-yl]acetate). Isolated yield 73.9%. RXN SMILES: [NH2:1][C:2]1[S:6][C:5]2[CH2:7][CH2:8][CH2:9][CH2:10][C:4]=2[C:3]=1[C:11]([C:13]1[CH:18]=[CH:17][C:16]([CH2:19][CH3:20])=[CH:15][CH:14]=1)=O.[C:21]([O:28][CH3:29])(=[O:27])[CH2:22][CH2:23][C:24]([CH3:26])=O.Cl[Si](C)(C)C>CN(C=O)C>[CH3:29][O:28][C:21](=[O:27])[CH2:22][C:23]1[C:11]([C:13]2[CH:18]=[CH:17][C:16]([CH2:19][CH3:20])=[CH:15][CH:14]=2)=[C:3]2[C:4]3[CH2:10][CH2:9][CH2:8][CH2:7][C:5]=3[S:6][C:2]2=[N:1][C:24]=1[CH3:26]. Procedure: This compound was prepared according to the procedure B from (2-amino-4,5,6,7-tetrahydrobenzo[b]thiophen-3-yl)(4-ethylphenyl)methanone (0.471 g; 1.65 mmol), methyl levulinate (0.233 mL; 1.81 mmol), chlorotrimethylsilane (0.845 mL; 6.6 mmol) in DMF (6.6 mL) for 48 h. Purification by flash chromatography on silica gel using a gradient of ethyl acetate (5-40%) in heptane furnished 0.463 g (74%) of the title compound as a yellow solid. Reactants: [Li]CCCC, CCCCCC, Nc1nc(Cc2ccccc2)no1, C1CCOC1, O=C=O. Product: Nc1nc(C(C(=O)O)c2ccccc2)no1. Reaction SMILES: [CH2:1]([Li:2])[CH2:3][CH2:4][CH3:5].[CH3:27][CH2:28][CH2:29][CH2:30][CH2:31][CH3:32].[NH2:6][c:7]1[n:8][c:9]([CH2:12][c:13]2[cH:14][cH:15][cH:16][cH:17][cH:18]2)[n:10][o:11]1.[O:19]1[CH2:20][CH2:21][CH2:22][CH2:23]1.[O:24]=[C:25]=[O:26]>>[NH2:6][c:7]1[n:8][c:9]([CH:12]([c:13]2[cH:14][cH:15][cH:16][cH:17][cH:18]2)[C:25](=[O:24])[OH:26])[n:10][o:11]1. Reactants: [OH-].[K+] (potassium hydroxide), COC1=CC=C(CN2N=NN=C2C(=O)OCC)C=C1 (ethyl 1-(4-methoxybenzyl)-1H-tetrazole-5-carboxylate), COC1=CC=C(CN2N=C(N=N2)C(=O)OCC)C=C1 (ethyl 2-(4-methoxybenzyl)-2H-tetrazole-5-carboxylate), S1(=O)(=O)CCCC1 (sulpholane). Solvent: O (water), C(C)O (ethanol). Yields the product COC1=CC=C(CN2N=C(N=N2)C(=O)[O-])C=C1.[K+] (potassium 2-(4-methoxybenzyl)-2H-tetrazole-5-carboxylate). Isolated yield 35.4%. As a reaction SMILES: COC1C=CC(CN2C(C(OCC)=O)=NN=N2)=CC=1.[CH3:20][O:21][C:22]1[CH:38]=[CH:37][C:25]([CH2:26][N:27]2[N:31]=[N:30][C:29]([C:32]([O:34]CC)=[O:33])=[N:28]2)=[CH:24][CH:23]=1.S1(CCCC1)(=O)=O.[OH-].[K+:47]>C(O)C.O>[CH3:20][O:21][C:22]1[CH:23]=[CH:24][C:25]([CH2:26][N:27]2[N:31]=[N:30][C:29]([C:32]([O-:34])=[O:33])=[N:28]2)=[CH:37][CH:38]=1.[K+:47] |f:3.4,7.8|. Procedure details: A mixture of ethyl 1-(4-methoxybenzyl)-1H-tetrazole-5-carboxylate and ethyl 2-(4-methoxybenzyl)-2H-tetrazole-5-carboxylate (11.7 g) (prepared as described below and still containing a little sulpholane) was dissolved in hot ethanol (165 ml) and the solution was treated with a solution of potassium hydroxide (4.5 g) in water (13.5 ml). The mixture was cooled and the white crystalline solid which separated was filtered off to give potassium 2-(4-methoxybenzyl)-2H-tetrazole-5-carboxylate (4.3 g), m...